Dataset: the Open Reaction Database (ORD), a public repository of structured organic reaction records. Task: describe an organic reaction: reactants, conditions, products, and yield Reactants: ClCCCN1CCC(=CC1)C1=CC=CC=C1 (1-(3-chloropropyl)-4-phenyl-1,2,3,6-tetrahydropyridine), ClC=1C=NNC1 (4-chloropyrazole), [H-].[Na+] (NaH). Solvent: CN(C=O)C (dimethylformamide), CN(C=O)C (dimethylformamide), CN(C=O)C (dimethylformamide). Run at temperature 100 celsius. Product: ClC=1C=NN(C1)CCCN1CCC(=CC1)C1=CC=CC=C1 (4-chloro-1-[3-(4-phenyl-1,2,3,6-tetrahydro-1-pyridyl)propyl]-1H-pyrazole). Yield: 86.0%. RXN SMILES: [Cl:1][C:2]1[CH:3]=[N:4][NH:5][CH:6]=1.[H-].[Na+].Cl[CH2:10][CH2:11][CH2:12][N:13]1[CH2:18][CH:17]=[C:16]([C:19]2[CH:24]=[CH:23][CH:22]=[CH:21][CH:20]=2)[CH2:15][CH2:14]1>CN(C)C=O>[Cl:1][C:2]1[CH:3]=[N:4][N:5]([CH2:10][CH2:11][CH2:12][N:13]2[CH2:14][CH:15]=[C:16]([C:19]3[CH:24]=[CH:23][CH:22]=[CH:21][CH:20]=3)[CH2:17][CH2:18]2)[CH:6]=1 |f:1.2|. Procedure: A solution of 2.05 g (20 mmol of 4-chloropyrazole in dimethylformamide is added dropwise to a suspension of 1.0 g of NaH in dimethylformamide. The white suspension is heated for 30 minutes at 100° C. Cooling is carried out and 4.7 g (20 mmol) of 1-(3-chloropropyl)-4-phenyl-1,2,3,6-tetrahydropyridine, dissolved in dimethylformamide, are added. Heating is carried out at reflux for 2 hours. Evaporation to dryness is then carried out and the residue is extracted with chloroform, washed with water an... Starting materials: ClCC1CN(CCC1)C (3-chloromethyl-N-methylpiperidine), [Mg] (magnesium), O1CCCC1 (tetrahydrofuran), O1CCCC1 (tetrahydrofuran), Cl (hydrochloric acid), FC1=CC=C(C#N)C=C1 (4-fluorobenzonitrile), O1CCCC1 (tetrahydrofuran). Run in O (water). Reaction conditions: temperature 10 celsius, time 3 hour. The product is FC1=CC=C(C(CC2CN(CCC2)C)=O)C=C1 (3-(4-Fluorophenacyl)-1-methylpiperidine). RXN SMILES: Cl[CH2:2][CH:3]1[CH2:8][CH2:7][CH2:6][N:5]([CH3:9])[CH2:4]1.[Mg].[F:11][C:12]1[CH:19]=[CH:18][C:15]([C:16]#N)=[CH:14][CH:13]=1.Cl.[O:21]1CCCC1>O>[F:11][C:12]1[CH:19]=[CH:18][C:15]([C:16](=[O:21])[CH2:2][CH:3]2[CH2:8][CH2:7][CH2:6][N:5]([CH3:9])[CH2:4]2)=[CH:14][CH:13]=1. Reported procedure: 25 A solution of 33.7 g of 3-chloromethyl-N-methylpiperidine in 80 ml of tetrahydrofuran is added under nitrogen to 5.55 g of magnesium suspended in 25 ml of tetrahydrofuran. The mixture is brought to reflux for 2 hours, then cooled to 10° C. and a solution containing 30.5 g of 4-fluorobenzonitrile dissolved in 100 ml of tetrahydrofuran is added. The mixture is brought to 40° C. for 3 hours and then hydrolyzed with a solution of 68 ml of hydrochloric acid (d =1.18) in 42 ml of water. The mixture...